Dataset: the Open Reaction Database (ORD), a public repository of structured organic reaction records. Task: describe an organic reaction: reactants, conditions, products, and yield The reactants are ClC(C(O)O)(Cl)Cl (Chloral hydrate), [O-]S(=O)(=O)[O-].[Na+].[Na+] (Na2SO4), NO.Cl (H2NOH.HCl), FC1=C(C=C(N)C=C1)C (4-fluoro-3-methyl aniline). Solvent: O (water), Cl (HCl). Conditions: time 1 minute. Product: NC1=C(C(=O)O)C=C(C(=C1)C)F (2-Amino-5-fluoro-4-methyl-benzoic acid). As a reaction SMILES: Cl[C:2](Cl)(Cl)[CH:3]([OH:5])[OH:4].[O-]S([O-])(=O)=O.[Na+].[Na+].NO.Cl.[F:18][C:19]1[CH:25]=C[C:22]([NH2:23])=[CH:21][C:20]=1[CH3:26]>O.Cl>[NH2:23][C:22]1[CH:21]=[C:20]([CH3:26])[C:19]([F:18])=[CH:25][C:2]=1[C:3]([OH:5])=[O:4] |f:1.2.3,4.5|. Procedure details: Chloral hydrate (76 g) was dissolved in 1 L water and subsequently 1 kg Na2SO4, 94.1 g H2NOH.HCl, and 51.3 g 4-fluoro-3-methyl aniline in 250 ml 5% aq. HCl were added. The suspension was heated to boiling and kept boiling for 1 minute. After cooling down to room temperature, the solid was filtered off and washed twice with warm water (40° C.). Yield after drying overnight at 60° C. under vacuum was 275 g, which was used without further purification or drying. The 275 g of crude product was slowl... The reactants are COC(COC1=CC2=C(C(=CC=C2C=C1)OCCOCCOC1=C(C(=C(C=C1)C(C)=O)O)CCC)C(C)=O)=O ([[8-acetyl-7-[2-[2-(4-acetyl-3-hydroxy-2-propylphenoxy)ethoxy]ethoxy]-2-naphthalenyl]oxy]acetic acid methyl ester), [OH-].[Na+] (sodium hydroxide). Solvent: CO (methanol). The product is C(C)(=O)C=1C(=CC=C2C=CC(=CC12)OCC(=O)O)OCCOCCOC1=C(C(=C(C=C1)C(C)=O)O)CCC ([[8-acetyl-7-[2-[2-(4-acetyl-3-hydroxy-2-propylphenoxy)ethoxy]ethoxy]-2-naphthalenyl]oxy]acetic acid). Yield: 84.8%. RXN SMILES: C[O:2][C:3](=[O:39])[CH2:4][O:5][C:6]1[CH:15]=[CH:14][C:13]2[C:8](=[C:9]([C:36](=[O:38])[CH3:37])[C:10]([O:16][CH2:17][CH2:18][O:19][CH2:20][CH2:21][O:22][C:23]3[CH:28]=[CH:27][C:26]([C:29](=[O:31])[CH3:30])=[C:25]([OH:32])[C:24]=3[CH2:33][CH2:34][CH3:35])=[CH:11][CH:12]=2)[CH:7]=1.[OH-].[Na+]>CO>[C:36]([C:9]1[C:10]([O:16][CH2:17][CH2:18][O:19][CH2:20][CH2:21][O:22][C:23]2[CH:28]=[CH:27][C:26]([C:29](=[O:31])[CH3:30])=[C:25]([OH:32])[C:24]=2[CH2:33][CH2:34][CH3:35])=[CH:11][CH:12]=[C:13]2[C:8]=1[CH:7]=[C:6]([O:5][CH2:4][C:3]([OH:39])=[O:2])[CH:15]=[CH:14]2)(=[O:38])[CH3:37] |f:1.2|. Procedure details: A suspension of 2.3 g of [[8-acetyl-7-[2-[2-(4-acetyl-3-hydroxy-2-propylphenoxy)ethoxy]ethoxy]-2-naphthalenyl]oxy]acetic acid methyl ester and 43 ml of 1N sodium hydroxide in 86 ml of methanol was stirred at reflux for 1 hour. The methanol was removed and aqueous solution was acidified to pH 3. The precipitate was extracted with methylene chloride, washed with water, dried (magnesium sulfate) and concentrated in vacuo to give an oil. The oil was triturated with ether to yield 1.9 g, mp 121°-122°... The reactants are C12(CC3CC(CC(C1)C3)C2)CNC(C2=CC(=NC=C2Cl)C#CCO)=O (N-(1-adamantylmethyl)-5-chloro-2-(3-hydroxy-1-propynyl)isonicotinamide), Example 1 ( iii ), [H][H] (hydrogen). The reagents and catalysts are [Rh] (rhodium on carbon). Yields the product C12(CC3CC(CC(C1)C3)C2)CNC(C2=CC(=NC=C2Cl)CCCO)=O (N-(1-Adamantylmethyl)-5-chloro-2-(3-hydroxypropyl)isonicotinamide). The yield is 62.8%. As a reaction SMILES: [C:1]12([CH2:11][NH:12][C:13](=[O:25])[C:14]3[C:19]([Cl:20])=[CH:18][N:17]=[C:16]([C:21]#[C:22][CH2:23][OH:24])[CH:15]=3)[CH2:10][CH:5]3[CH2:6][CH:7]([CH2:9][CH:3]([CH2:4]3)[CH2:2]1)[CH2:8]2.[H][H]>[Rh]>[C:1]12([CH2:11][NH:12][C:13](=[O:25])[C:14]3[C:19]([Cl:20])=[CH:18][N:17]=[C:16]([CH2:21][CH2:22][CH2:23][OH:24])[CH:15]=3)[CH2:2][CH:3]3[CH2:4][CH:5]([CH2:6][CH:7]([CH2:9]3)[CH2:8]1)[CH2:10]2. Procedure: A stirred suspension of N-(1-adamantylmethyl)-5-chloro-2-(3-hydroxy-1-propynyl)isonicotinamide (Example 1 (iii)) (0.48 g) and 5% rhodium on carbon (0.020 g) was stirred under a positive pressure (3 barr) of hydrogen until no further uptake was observed. The mixture was filtered and concentrated. The residue was purified by chromatography on silica gel eluting with ethyl acetate to afford the sub-titled compound (0.305 g) as an oil. The reactants are C1(=CC=CC=C1)S(=O)(=O)N(C)C1=CC=C(C=C1)C(C)=NOCCO (2-(1-{4-[N-(phenylsulfonyl)-N-methylamino]phenyl}ethylideneaminooxy)-ethanol), N(=NC(=O)OCC)C(=O)OCC (diethyl azodicarboxylate), OC1=CC=C(CC2C(N(C(S2)=O)C(C2=CC=CC=C2)(C2=CC=CC=C2)C2=CC=CC=C2)=O)C=C1 (5-(4-hydroxybenzyl)-3-tritylthiazolidine-2,4-dione), C1(=CC=CC=C1)P(C1=CC=CC=C1)C1=CC=CC=C1 (triphenylphosphine). The product is C1(=CC=CC=C1)S(=O)(=O)N(C)C1=CC=C(C=C1)C(C)=NOCCOC1=CC=C(CC2C(N(C(S2)=O)C(C2=CC=CC=C2)(C2=CC=CC=C2)C2=CC=CC=C2)=O)C=C1 (5-{4-[2-(1-{4-[N-(Phenylsulfonyl)-N-methylamino]phenyl}ethylideneaminooxy)ethoxy]benzyl}-3-tritylthiazolidine-2,4-dione). Isolated yield 36.4%. RXN SMILES: [C:1]1([S:7]([N:10]([C:12]2[CH:17]=[CH:16][C:15]([C:18](=[N:20][O:21][CH2:22][CH2:23][OH:24])[CH3:19])=[CH:14][CH:13]=2)[CH3:11])(=[O:9])=[O:8])[CH:6]=[CH:5][CH:4]=[CH:3][CH:2]=1.O[C:26]1[CH:58]=[CH:57][C:29]([CH2:30][CH:31]2[S:35][C:34](=[O:36])[N:33]([C:37]([C:50]3[CH:55]=[CH:54][CH:53]=[CH:52][CH:51]=3)([C:44]3[CH:49]=[CH:48][CH:47]=[CH:46][CH:45]=3)[C:38]3[CH:43]=[CH:42][CH:41]=[CH:40][CH:39]=3)[C:32]2=[O:56])=[CH:28][CH:27]=1.C1(P(C2C=CC=CC=2)C2C=CC=CC=2)C=CC=CC=1.N(C(OCC)=O)=NC(OCC)=O>>[C:1]1([S:7]([N:10]([C:12]2[CH:17]=[CH:16][C:15]([C:18](=[N:20][O:21][CH2:22][CH2:23][O:24][C:26]3[CH:58]=[CH:57][C:29]([CH2:30][CH:31]4[S:35][C:34](=[O:36])[N:33]([C:37]([C:50]5[CH:55]=[CH:54][CH:53]=[CH:52][CH:51]=5)([C:44]5[CH:45]=[CH:46][CH:47]=[CH:48][CH:49]=5)[C:38]5[CH:43]=[CH:42][CH:41]=[CH:40][CH:39]=5)[C:32]4=[O:56])=[CH:28][CH:27]=3)[CH3:19])=[CH:14][CH:13]=2)[CH3:11])(=[O:9])=[O:8])[CH:2]=[CH:3][CH:4]=[CH:5][CH:6]=1. Procedure: Following a procedure similar to that described in Example 1(a), but using 667 mg of 2-(1-{4-[N-(phenylsulfonyl)-N-methylamino]phenyl}ethylideneaminooxy)-ethanol (prepared as described in Preparation 37), 1.02 g of 5-(4-hydroxybenzyl)-3-tritylthiazolidine-2,4-dione, 577 mg of triphenylphosphine and 383 mg of diethyl azodicarboxylate, 554 mg of the title compound were obtained as a crystalline powder, melting at 143-145° C. Starting materials: C1CCOC1, CN(C)C(=O)Cl, CCOC(C)=O, [Cl-], Fc1ccc(-c2ccc3cc[nH]c3c2)cc1, [K+], [NH4+], [OH-]. The product is CN(C)C(=O)n1ccc2ccc(-c3ccc(F)cc3)cc21. RXN SMILES: [CH2:27]1[O:28][CH2:29][CH2:30][CH2:31]1.[CH3:19][N:20]([C:21](=[O:22])[Cl:23])[CH3:24].[CH3:32][CH2:33][O:34][C:35](=[O:36])[CH3:37].[Cl-:25].[F:1][c:2]1[cH:3][cH:4][c:5](-[c:8]2[cH:9][cH:10][c:11]3[cH:12][cH:13][nH:14][c:15]3[cH:16]2)[cH:6][cH:7]1.[K+:18].[NH4+:26].[OH-:17]>>[F:1][c:2]1[cH:3][cH:4][c:5](-[c:8]2[cH:9][cH:10][c:11]3[cH:12][cH:13][n:14]([C:21]([N:20]([CH3:19])[CH3:24])=[O:22])[c:15]3[cH:16]2)[cH:6][cH:7]1. The reactants are BrC=1SC2=C(N1)C=C(C(=C2C2=CC=C(C=C2)Cl)[C@@H](C(=O)OCC)OC(C)(C)C)C ((S)-ethyl 2-(2-bromo-7-(4-chlorophenyl)-5-methylbenzo[d]thiazol-6-yl)-2-tert-butoxyacetate), KHCO3, C(=O)([O-])[O-].[K+].[K+] (K2CO3), CN1N=C(C2=CC=C(C=C12)B1OC(C(O1)(C)C)(C)C)N1CCN(CC1)C (1-methyl-3-(4-methylpiperazin-1-yl)-6-(4,4,5,5-tetramethyl-1,3,2-dioxaborolan-2-yl)-1H-indazole), [OH-].[Na+] (NaOH). Reagents/catalysts: C=1C=CC(=CC1)[P](C=2C=CC=CC2)(C=3C=CC=CC3)[Pd]([P](C=4C=CC=CC4)(C=5C=CC=CC5)C=6C=CC=CC6)([P](C=7C=CC=CC7)(C=8C=CC=CC8)C=9C=CC=CC9)[P](C=1C=CC=CC1)(C=1C=CC=CC1)C=1C=CC=CC1 (Pd(PPh3)4). Run in O1CCOCC1 (dioxane), O (H2O), CCO (EtOH). Reaction conditions: temperature 100 celsius, time 3 hour. The product is C(C)(C)(C)O[C@H](C(=O)O)C1=C(C2=C(N=C(S2)C2=CC=C3C(=NN(C3=C2)C)N2CCN(CC2)C)C=C1C)C1=CC=C(C=C1)Cl ((S)-2-tert-butoxy-2-(7-(4-chlorophenyl)-5-methyl-2-(1-methyl-3-(4-methylpiperazin-1-yl)-1H-indazol-6-yl)benzo[d]thiazol-6-yl)acetic acid). Reaction SMILES: Br[C:2]1[S:3][C:4]2[C:10]([C:11]3[CH:16]=[CH:15][C:14]([Cl:17])=[CH:13][CH:12]=3)=[C:9]([C@H:18]([O:24][C:25]([CH3:28])([CH3:27])[CH3:26])[C:19]([O:21]CC)=[O:20])[C:8]([CH3:29])=[CH:7][C:5]=2[N:6]=1.C([O-])([O-])=O.[K+].[K+].[CH3:36][N:37]1[C:45]2[C:40](=[CH:41][CH:42]=[C:43](B3OC(C)(C)C(C)(C)O3)[CH:44]=2)[C:39]([N:55]2[CH2:60][CH2:59][N:58]([CH3:61])[CH2:57][CH2:56]2)=[N:38]1.[OH-].[Na+]>C1C=CC([P]([Pd]([P](C2C=CC=CC=2)(C2C=CC=CC=2)C2C=CC=CC=2)([P](C2C=CC=CC=2)(C2C=CC=CC=2)C2C=CC=CC=2)[P](C2C=CC=CC=2)(C2C=CC=CC=2)C2C=CC=CC=2)(C2C=CC=CC=2)C2C=CC=CC=2)=CC=1.CCO.O1CCOCC1.O>[C:25]([O:24][C@@H:18]([C:9]1[C:8]([CH3:29])=[CH:7][C:5]2[N:6]=[C:2]([C:43]3[CH:44]=[C:45]4[C:40]([C:39]([N:55]5[CH2:60][CH2:59][N:58]([CH3:61])[CH2:57][CH2:56]5)=[N:38][N:37]4[CH3:36])=[CH:41][CH:42]=3)[S:3][C:4]=2[C:10]=1[C:11]1[CH:16]=[CH:15][C:14]([Cl:17])=[CH:13][CH:12]=1)[C:19]([OH:21])=[O:20])([CH3:28])([CH3:26])[CH3:27] |f:1.2.3,5.6,^1:67,69,88,107|. Procedure details: A vial was charged with (S)-ethyl 2-(2-bromo-7-(4-chlorophenyl)-5-methylbenzo[d]thiazol-6-yl)-2-tert-butoxyacetate (75 mg, 0.151 mmol), KHCO3 (15.2 mg, 0.151 mmol), K2CO3 (41.7 mg, 0.302 mmol), 1-methyl-3-(4-methylpiperazin-1-yl)-6-(4,4,5,5-tetramethyl-1,3,2-dioxaborolan-2-yl)-1H-indazole (55 mg, 0.154 mmol), Pd(PPh3)4 (17 mg, 15 μmol), H2O (400 μL), and dioxane (1.6 mL). The vessel was sealed and heated to 100° C. for 2 h. Then EtOH (absolute, 800 μL) and 2 M aq NaOH (400 μL) were added. Heatin... The reactants are OC(C(=O)OCC)(C#CC(C)C)C (ethyl 2-hydroxy-2,5-dimethyl-3-hexynoate), O (H2O), [OH-].[Na+] (NaOH), Cl (HCl). Solvent: C1CCOC1 (THF). Run at time 3 hour. Product: OC(C(=O)O)(C#CC(C)C)C (2-hydroxy-2,5-dimethy-3-hexynoic acid). Yield: 92.0%. As a reaction SMILES: [OH:1][C:2]([CH3:13])([C:8]#[C:9][CH:10]([CH3:12])[CH3:11])[C:3]([O:5]CC)=[O:4].O.[OH-].[Na+].Cl>C1COCC1>[OH:1][C:2]([CH3:13])([C:8]#[C:9][CH:10]([CH3:11])[CH3:12])[C:3]([OH:5])=[O:4] |f:2.3|. Procedure: To a stirred solution of ethyl 2-hydroxy-2,5-dimethyl-3-hexynoate from the previous step (0.35 g, 1.9 mmol) in 2 mL THF was added H2O (2 mL) and 1 N NaOH solution (2 mL). The reaction was stirred at ambient temperature for 3 h. The mixture was acidified with 1N HCl (2 mL) and extracted twice with Et2O (10 mL). The organic layers were washed with brine, dried over anhydrous MgSO4, and filtered. The filtrate solvent was removed on a rotary evaporator to give 2-hydroxy-2,5-dimethy-3-hexynoic acid a...